Dataset: the Open Reaction Database (ORD), a public repository of structured organic reaction records. Task: describe an organic reaction: reactants, conditions, products, and yield Reactants: OC1=CC(=NC=C1)C(=O)O (4-hydroxypicolinic acid), S(=O)(Cl)Cl (thionyl chloride). Yields the product Cl.OC1=CC(=NC=C1)C(=O)Cl (4-hydroxypicolinoyl chloride hydrochloride). As a reaction SMILES: [OH:1][C:2]1[CH:7]=[CH:6][N:5]=[C:4]([C:8]([OH:10])=O)[CH:3]=1.S(Cl)([Cl:13])=O>>[ClH:13].[OH:1][C:2]1[CH:7]=[CH:6][N:5]=[C:4]([C:8]([Cl:13])=[O:10])[CH:3]=1 |f:2.3|. Reported procedure: A mixture of 139.0 g of 4-hydroxypicolinic acid and 238.0 g of thionyl chloride are heated in an oil bath at 70° until solution occurs. The mixture is concentrated in vacuo to remove the excess thionyl chloride and to leave a residue of 4-hydroxypicolinoyl chloride hydrochloride as a colorless solid. RXN SMILES: [Al+3:21].[Br:1][c:2]1[c:3]([F:11])[cH:4][c:5]([C:6](=[O:7])[Cl:8])[cH:9][cH:10]1.[CH3:12][O:13][c:14]1[cH:15][cH:16][cH:17][cH:18][cH:19]1.[Cl-:20].[Cl-:22].[Cl-:23].[Cl:25][CH2:26][Cl:27].[ClH:24]>>[Br:1][c:2]1[c:3]([F:11])[cH:4][c:5]([C:6](=[O:7])[c:17]2[cH:16][cH:15][c:14]([O:13][CH3:12])[cH:19][cH:18]2)[cH:9][cH:10]1. Reactants: [Al+3], O=C(Cl)c1ccc(Br)c(F)c1, COc1ccccc1, [Cl-], [Cl-], [Cl-], ClCCl, Cl. Yields the product COc1ccc(C(=O)c2ccc(Br)c(F)c2)cc1. Reaction SMILES: [CH2:1]([CH2:2][CH2:3][CH3:4])[n:5]1[c:6](=[O:21])[c:7]([C:16]([O:17][CH2:18][CH3:19])=[O:20])[c:8]([OH:15])[c:9]2[cH:10][cH:11][cH:12][n:13][c:14]12.[ClH:22].[Na+:24].[OH-:23]>>[CH2:1]([CH2:2][CH2:3][CH3:4])[n:5]1[c:6](=[O:21])[cH:7][c:8]([OH:15])[c:9]2[cH:10][cH:11][cH:12][n:13][c:14]12. Starting materials: CCCCn1c(=O)c(C(=O)OCC)c(O)c2cccnc21, Cl, [Na+], [OH-]. Yields the product CCCCn1c(=O)cc(O)c2cccnc21. Starting materials: C(C1=CC=CC=C1)OC[C@@]1(C[C@H](OCCO)[C@@H](CO[Si](C2=CC=CC=C2)(C2=CC=CC=C2)C(C)(C)C)O1)N1C(=O)NC(=O)C(C)=C1 (Benzyloxymethyl-3'-O-(2-Hydroxyethyl)-5'-O-Tert-Butyldiphenylsilylthymidine), C(Cl)(Cl)(Cl)Cl (carbon tetrachloride), chloroethyl, C1(=CC=CC=C1)P(C1=CC=CC=C1)C1=CC=CC=C1 (triphenylphosphine). The solvent is CN(C)C=O (DMF). Yields the product C(C1=CC=CC=C1)OC[C@@]1(C[C@H](OCCCl)[C@@H](CO[Si](C2=CC=CC=C2)(C2=CC=CC=C2)C(C)(C)C)O1)N1C(=O)NC(=O)C(C)=C1 (Benzyloxymethyl-3'-O-(2-Chloroethyl)-5'-O-Tert-Butyldiphenylsilylthymidine). RXN SMILES: [CH2:1]([O:8][CH2:9][C@@:10]1([N:38]2[CH:46]=[C:44]([CH3:45])[C:42](=[O:43])[NH:41][C:39]2=[O:40])[O:37][C@H:17]([CH2:18][O:19][Si:20]([C:33]([CH3:36])([CH3:35])[CH3:34])([C:27]2[CH:32]=[CH:31][CH:30]=[CH:29][CH:28]=2)[C:21]2[CH:26]=[CH:25][CH:24]=[CH:23][CH:22]=2)[C@@H:12]([O:13][CH2:14][CH2:15]O)[CH2:11]1)[C:2]1[CH:7]=[CH:6][CH:5]=[CH:4][CH:3]=1.C1(P(C2C=CC=CC=2)C2C=CC=CC=2)C=CC=CC=1.C(Cl)(Cl)(Cl)[Cl:67]>CN(C=O)C>[CH2:1]([O:8][CH2:9][C@@:10]1([N:38]2[CH:46]=[C:44]([CH3:45])[C:42](=[O:43])[NH:41][C:39]2=[O:40])[O:37][C@H:17]([CH2:18][O:19][Si:20]([C:33]([CH3:36])([CH3:35])[CH3:34])([C:27]2[CH:32]=[CH:31][CH:30]=[CH:29][CH:28]=2)[C:21]2[CH:26]=[CH:25][CH:24]=[CH:23][CH:22]=2)[C@@H:12]([O:13][CH2:14][CH2:15][Cl:67])[CH2:11]1)[C:2]1[CH:7]=[CH:6][CH:5]=[CH:4][CH:3]=1. Procedure details: Compound 10 is converted to the chloroethyl derivative with triphenylphosphine and carbon tetrachloride in DMF via the procedure of Verheydan, J. P. H. and Moffatt, J. G. J. Org. Chem. 1972 37, 2289 to give the title compound, 89. The reactants are [O-2].[Ca+2] (calcium oxide), CC1(OCCO1)C1=C(C=CC=C1)[N+](=O)[O-] (2-methyl-2-(2-nitrophenyl)- 1,3-dioxolane), S1C=CC=C1 (thiophene). Reagents/catalysts: [Pt] (platinum on activated carbon). Run in O1CCCC1 (tetrahydrofuran). Product: CC1(OCCO1)C1=C(C=CC=C1)N (2-(2-methyl-1,3-dioxolan-2-yl)benzenamine). Isolated yield 78.2%. As a reaction SMILES: [CH3:1][C:2]1([C:7]2[CH:12]=[CH:11][CH:10]=[CH:9][C:8]=2[N+:13]([O-])=O)[O:6][CH2:5][CH2:4][O:3]1.[O-2].[Ca+2].S1C=CC=C1>O1CCCC1.[Pt]>[CH3:1][C:2]1([C:7]2[CH:12]=[CH:11][CH:10]=[CH:9][C:8]=2[NH2:13])[O:3][CH2:4][CH2:5][O:6]1 |f:1.2|. Procedure details: 2-methyl-2-(2-nitrophenyl)- 1,3-dioxolane (0.132 mol) was dissolved in tetrahydrofuran (600 ml) and this solution was hydrogenated with platinum on activated carbon (4 g) as a catalyst in the presence of calcium oxide (10 g) and thiophene (3 ml). After uptake of H2 (3 equiv), the catalyst was filtered on celite and washed with tetrahydrofuran. The flitrate was evaporated. The residue was recrystallized from n-hexane. The crystals were filtered off and dried, yielding 18.5g (78%) of 2-(2-methyl-1... The reactants are CS(=O)(=O)c1ccc(-c2cc(C(F)(F)F)nc(S(C)(=O)=O)n2)cc1, CC#N, NC1CCCCC1. As a reaction SMILES: [CH3:1][S:2](=[O:3])(=[O:4])[c:5]1[n:6][c:7]([C:21]([F:22])([F:23])[F:24])[cH:8][c:9](-[c:11]2[cH:12][cH:13][c:14]([S:17](=[O:18])(=[O:19])[CH3:20])[cH:15][cH:16]2)[n:10]1.[CH3:32][C:33]#[N:34].[NH2:25][CH:26]1[CH2:27][CH2:28][CH2:29][CH2:30][CH2:31]1>>[c:5]1([NH:25][CH:26]2[CH2:27][CH2:28][CH2:29][CH2:30][CH2:31]2)[n:6][c:7]([C:21]([F:22])([F:23])[F:24])[cH:8][c:9](-[c:11]2[cH:12][cH:13][c:14]([S:17](=[O:18])(=[O:19])[CH3:20])[cH:15][cH:16]2)[n:10]1. Yields the product CS(=O)(=O)c1ccc(-c2cc(C(F)(F)F)nc(NC3CCCCC3)n2)cc1. Reactants: CO, N#CC1(c2ccc(OC(F)(F)F)cc2)CC1, [Na+], [OH-], OO. The product is NC(=O)C1(c2ccc(OC(F)(F)F)cc2)CC1. RXN SMILES: [CH3:21][OH:22].[F:1][C:2]([O:3][c:4]1[cH:5][cH:6][c:7]([C:10]2([C:13]#[N:14])[CH2:11][CH2:12]2)[cH:8][cH:9]1)([F:15])[F:16].[Na+:18].[OH-:17].[OH:19][OH:20]>>[F:1][C:2]([O:3][c:4]1[cH:5][cH:6][c:7]([C:10]2([C:13]([NH2:14])=[O:17])[CH2:11][CH2:12]2)[cH:8][cH:9]1)([F:15])[F:16]. The reactants are C(C)(C)(C)OC(=O)N1C2=C(C=3C=C(C=CC13)Cl)CC(C2)C(COC)(C)S(=O)(=O)C2=CC=CC=C2 ((RS,SR)-2-(1-benzenesulfonyl-2-methoxy-1-methyl-ethyl)-7-chloro-2,3-dihydro-1H-cyclopenta[b]indole-4-carboxylic acid tert-butyl ester), C(=O)(C(F)(F)F)O (TFA). Run in C(Cl)Cl (CH2Cl2). Conditions: time 20 minute. Product: C1(=CC=CC=C1)S(=O)(=O)C(COC)(C)C1CC2=C(NC=3C=CC(=CC23)Cl)C1 ((RS,SR)-2-(1-benzenesulfonyl-2-methoxy-1-methyl-ethyl)-7-chloro-1,2,3,4-tetrahydro-cyclopenta[b]indole). The yield is 27.2%. Reaction SMILES: C(OC([N:8]1[C:16]2[CH:15]=[CH:14][C:13]([Cl:17])=[CH:12][C:11]=2[C:10]2[CH2:18][CH:19]([C:21]([S:26]([C:29]3[CH:34]=[CH:33][CH:32]=[CH:31][CH:30]=3)(=[O:28])=[O:27])([CH3:25])[CH2:22][O:23][CH3:24])[CH2:20][C:9]1=2)=O)(C)(C)C.C(O)(C(F)(F)F)=O>C(Cl)Cl>[C:29]1([S:26]([C:21]([CH:19]2[CH2:20][C:9]3[NH:8][C:16]4[CH:15]=[CH:14][C:13]([Cl:17])=[CH:12][C:11]=4[C:10]=3[CH2:18]2)([CH3:25])[CH2:22][O:23][CH3:24])(=[O:27])=[O:28])[CH:34]=[CH:33][CH:32]=[CH:31][CH:30]=1. Reported procedure: 52 mg (0.1 mmol) (RS,SR)-2-(1-benzenesulfonyl-2-methoxy-1-methyl-ethyl)-7-chloro-2,3-dihydro-1H-cyclopenta[b]indole-4-carboxylic acid tert-butyl ester were dissolved in 4 mL CH2Cl2 at 0° C. Then, 1 mL of TFA was added dropwise and the temperature was slowly raised to RT and the reaction was stirred for 20 minutes. The reaction was quenched with a saturated NaHCO3 solution. The organic phase was dried over Na2SO4, filtered and evaporated. Column chromatography on silica gel (EtOAc/heptane 1:2) yi... Starting materials: O=[N+]([O-])c1ccc(CCBr)cc1, O=C([O-])[O-], COc1ccc2c(c1)CNCC2, CC(C)O, [K+], [K+]. Product: COc1ccc2c(c1)CN(CCc1ccc([N+](=O)[O-])cc1)CC2. Reaction SMILES: [Br:1][CH2:2][CH2:3][c:4]1[cH:5][cH:6][c:7]([N+:10](=[O:11])[O-:12])[cH:8][cH:9]1.[C:25](=[O:26])([O-:27])[O-:28].[CH3:13][O:14][c:15]1[cH:16][cH:17][c:18]2[c:23]([cH:24]1)[CH2:22][NH:21][CH2:20][CH2:19]2.[CH:31]([OH:32])([CH3:33])[CH3:34].[K+:29].[K+:30]>>[CH2:2]([CH2:3][c:4]1[cH:5][cH:6][c:7]([N+:10](=[O:11])[O-:12])[cH:8][cH:9]1)[N:21]1[CH2:20][CH2:19][c:18]2[cH:17][cH:16][c:15]([O:14][CH3:13])[cH:24][c:23]2[CH2:22]1.